From a dataset of the Open Reaction Database (ORD), a public repository of structured organic reaction records. describe an organic reaction: reactants, conditions, products, and yield Starting materials: CCOc1ccc2c(O)cc(=O)oc2c1, ClC(Cl)Cl, O=[N+]([O-])O. Yields the product CCOc1ccc2c(O)c([N+](=O)[O-])c(=O)oc2c1. RXN SMILES: [CH2:5]([CH3:6])[O:7][c:8]1[cH:9][cH:10][c:11]2[c:12]([OH:19])[cH:13][c:14](=[O:18])[o:15][c:16]2[cH:17]1.[CH:20]([Cl:21])([Cl:22])[Cl:23].[OH:1][N+:2]([O-:3])=[O:4]>>[O-:1][N+:2](=[O:4])[c:13]1[c:12]([OH:19])[c:11]2[cH:10][cH:9][c:8]([O:7][CH2:5][CH3:6])[cH:17][c:16]2[o:15][c:14]1=[O:18]. The reactants are [Al+3], [H-], [H-], [H-], [H-], [Li+], Cc1cc2c(cc1N)C(C)(C)CC(=O)N2C(C)C, C1CCOC1. Yields the product Cc1cc2c(cc1N)C(C)(C)CCN2C(C)C. As a reaction SMILES: [Al+3:20].[H-:19].[H-:22].[H-:23].[H-:24].[Li+:21].[NH2:1][c:2]1[cH:3][c:4]2[c:9]([cH:10][c:11]1[CH3:12])[N:8]([CH:13]([CH3:14])[CH3:15])[C:7](=[O:16])[CH2:6][C:5]2([CH3:17])[CH3:18].[O:25]1[CH2:26][CH2:27][CH2:28][CH2:29]1>>[NH2:1][c:2]1[cH:3][c:4]2[c:9]([cH:10][c:11]1[CH3:12])[N:8]([CH:13]([CH3:14])[CH3:15])[CH2:7][CH2:6][C:5]2([CH3:17])[CH3:18]. RXN SMILES: [CH3:1][O:2][C:3]1[C:8]([C:9]([OH:11])=O)=[CH:7][C:6]([C:12]([NH2:14])=[O:13])=[CH:5][CH:4]=1.[Cl:15][C:16]1[C:22]([Cl:23])=[CH:21][CH:20]=[CH:19][C:17]=1[NH2:18]>>[Cl:15][C:16]1[C:22]([Cl:23])=[CH:21][CH:20]=[CH:19][C:17]=1[NH:18][C:9](=[O:11])[C:8]1[CH:7]=[C:6]([CH:5]=[CH:4][C:3]=1[O:2][CH3:1])[C:12]([NH2:14])=[O:13]. Starting materials: COC1=CC=C(C=C1C(=O)O)C(=O)N (6-methoxyisophthalamic acid), ClC1=C(N)C=CC=C1Cl (2,3-dichloroaniline). Yields the product ClC1=C(C=CC=C1Cl)NC(C=1C=C(C(=O)N)C=CC1OC)=O (3-N-(2,3-dichlorophenyl)-4-methoxyisophthalamide). Procedure details: The captioned compound was synthesized from 6-methoxyisophthalamic acid and 2,3-dichloroaniline by the same procedure as in the manufacturing method described in step C of Example 1-3-1. The reactants are Cl.N[C@@H](CC(=O)OCC)CC1=CC=C(C=C1)C1=CC(=CC=C1)Cl ((R)-ethyl 3-amino-4-(3′-chlorobiphenyl-4-yl)butanoate hydrochloride), C1(CCC(=O)O1)=O (succinic anhydride), CCN(C(C)C)C(C)C (DIPEA). The solvent is ClCCl (dichloromethane). Run at time 2.5 hour. The product is ClC=1C=C(C=CC1)C1=CC=C(C=C1)C[C@H](CC(=O)OCC)NC(CCC(=O)O)=O ((R)-4-(1-(3′-chlorobiphenyl-4-yl)-4-ethoxy-4-oxobutan-2-ylamino)-4-oxobutanoic acid). Yield: 54.0%. Reaction SMILES: Cl.[NH2:2][C@H:3]([CH2:10][C:11]1[CH:16]=[CH:15][C:14]([C:17]2[CH:22]=[CH:21][CH:20]=[C:19]([Cl:23])[CH:18]=2)=[CH:13][CH:12]=1)[CH2:4][C:5]([O:7][CH2:8][CH3:9])=[O:6].[C:24]1(=[O:30])[O:29][C:27](=[O:28])[CH2:26][CH2:25]1.CCN(C(C)C)C(C)C>ClCCl>[Cl:23][C:19]1[CH:18]=[C:17]([C:14]2[CH:15]=[CH:16][C:11]([CH2:10][C@@H:3]([NH:2][C:24](=[O:30])[CH2:25][CH2:26][C:27]([OH:29])=[O:28])[CH2:4][C:5]([O:7][CH2:8][CH3:9])=[O:6])=[CH:12][CH:13]=2)[CH:22]=[CH:21][CH:20]=1 |f:0.1|. Procedure: A solution of (R)-ethyl 3-amino-4-(3′-chlorobiphenyl-4-yl)butanoate hydrochloride (400 mg, 1.13 mmol), succinic anhydride (136 mg, 1.36 mmol) and DIPEA (0.237 mL, 1.36 mmol) in dichloromethane (5 mL) is allowed to stir for 2.5 hours. The reaction is quenched with 1 M aqueous HCl and extracted with dichloromethane. The organic layer is separated and concentrated under reduced pressure. The resulting residue is purified by preparative HPLC using a gradient of 20% MeCN/water (0.1% TFA) to 100% MeCN... Reported procedure: To a stirred solution of Step 1 intermediate (1.1 g, 3.829 mmol) in a mixture of methanol (20 ml) and water (20 ml) was added conc. H2SO4 (2 ml) and the resulting mixture was refluxed for 24 h. The reaction mixture was cooled to room temperature, saturated solution of potassium carnonate was added and extracted with ethyl acetate (2×50 ml). The organic layers were combined and dried over Na2SO4 and filtered. The filtrate was concentrated under reduced pressure. The residue obtained after the eva... Reaction SMILES: [F:1][C:2]1[CH:3]=[C:4]([C:12]2[N:13]=[C:14]([NH:17]C(=O)C)[NH:15][CH:16]=2)[CH:5]=[CH:6][C:7]=1[C:8]([F:11])([F:10])[F:9].OS(O)(=O)=O.[K]>CO.O>[F:1][C:2]1[CH:3]=[C:4]([C:12]2[N:13]=[C:14]([NH2:17])[NH:15][CH:16]=2)[CH:5]=[CH:6][C:7]=1[C:8]([F:11])([F:9])[F:10] |^1:25|. Run in CO (methanol), O (water). Starting materials: FC=1C=C(C=CC1C(F)(F)F)C=1N=C(NC1)NC(C)=O (N-{-4-[3-fluoro-4-(trifluoromethyl)phenyl]-1H-imidazol-2-yl}acetamide), intermediate, [K] (potassium), OS(=O)(=O)O (H2SO4). Yields the product FC=1C=C(C=CC1C(F)(F)F)C=1N=C(NC1)N (4-[3-fluoro-4-(trifluoromethyl)phenyl]-1H-imidazol-2-amine). Starting materials: CC(C)(C)OC(=O)N1CCCC(ON)C1, O=C(c1ccccc1)c1cc2ccncc2[nH]1. The product is CC(C)(C)OC(=O)N1CCCC(ON=C(c2ccccc2)c2cc3ccncc3[nH]2)C1. RXN SMILES: [NH2:18][O:19][CH:20]1[CH2:21][N:22]([C:26](=[O:27])[O:28][C:29]([CH3:30])([CH3:31])[CH3:32])[CH2:23][CH2:24][CH2:25]1.[c:1]1([C:7](=[O:8])[c:9]2[cH:10][c:11]3[c:12]([cH:13][n:14][cH:15][cH:16]3)[nH:17]2)[cH:2][cH:3][cH:4][cH:5][cH:6]1>>[c:1]1([C:7]([c:9]2[cH:10][c:11]3[c:12]([cH:13][n:14][cH:15][cH:16]3)[nH:17]2)=[N:18][O:19][CH:20]2[CH2:21][N:22]([C:26](=[O:27])[O:28][C:29]([CH3:30])([CH3:31])[CH3:32])[CH2:23][CH2:24][CH2:25]2)[cH:2][cH:3][cH:4][cH:5][cH:6]1. The reactants are ClC1=CC(=CC=C1)C(=O)OO (3-Chloroperbenzoic acid), COC1=CC=C(C=C1)C1=NN2C(C3=CC=CC=C13)=NN=C2SC (6-(4-methoxyphenyl)-3-(methylthio)-1,2,4-triazolo[3,4-a]phthalazine). The solvent is C(Cl)Cl (methylene chloride). Conditions: time 5 hour. Product: COC1=CC=C(C=C1)C1=NN2C(C3=CC=CC=C13)=NN=C2S(=O)C (6-(4-methoxyphenyl)-3-(methylsulfinyl)-1,2,4-triazolo[3,4-a]phthalazine). As a reaction SMILES: ClC1C=CC=C(C(OO)=[O:9])C=1.[CH3:12][O:13][C:14]1[CH:19]=[CH:18][C:17]([C:20]2[C:29]3[C:24](=[CH:25][CH:26]=[CH:27][CH:28]=3)[C:23]3=[N:30][N:31]=[C:32]([S:33][CH3:34])[N:22]3[N:21]=2)=[CH:16][CH:15]=1>C(Cl)Cl>[CH3:12][O:13][C:14]1[CH:19]=[CH:18][C:17]([C:20]2[C:29]3[C:24](=[CH:25][CH:26]=[CH:27][CH:28]=3)[C:23]3=[N:30][N:31]=[C:32]([S:33]([CH3:34])=[O:9])[N:22]3[N:21]=2)=[CH:16][CH:15]=1. Procedure: 3-Chloroperbenzoic acid (2.2 g) is added to a solution of 6-(4-methoxyphenyl)-3-(methylthio)-1,2,4-triazolo[3,4-a]phthalazine (4 g) in methylene chloride (120 ml) and the obtained mixture is stirred at room temperature for 5 hours. The solution is washed with sodium metabisulfite first and then with sodium bicarbonate. The organic solution is then dried over MgSO4 and concentrated to dryness by evaporating off the solvent. The residue thus obtained is crystallized from ethanol yielding 4 g of th... Starting materials: C(C)(=O)N1[C@H](C[C@H](C2=CC(=CC=C12)C1=CC=C(C=C1)C(=O)NCCNC(=O)OC(C)(C)C)NC(OC(C)C)=O)C (1-methylethyl {(2S,4R)-1-acetyl-6-[4-({[2-({[(1,1-dimethylethyl)oxy]carbonyl}amino)ethyl]amino}carbonyl)phenyl]-2-methyl-1,2,3,4-tetrahydro-4-quinolinyl}carbamate), Intermediate 37, Cl (hydrogen chloride). The solvent is O1CCOCC1 (dioxane), O1CCOCC1 (1,4-dioxane). Conditions: time 5 hour. Product: Cl.C(C)(=O)N1[C@H](C[C@H](C2=CC(=CC=C12)C1=CC=C(C=C1)C(NCCN)=O)NC(OC(C)C)=O)C (isopropyl ((2S,4R)-1-acetyl-6-(4-((2-aminoethyl)carbamoyl)phenyl)-2-methyl-1,2,3,4-tetrahydroquinolin-4-yl)carbamate hydrochloride). Yield: 85.0%. RXN SMILES: [C:1]([N:4]1[C:13]2[C:8](=[CH:9][C:10]([C:14]3[CH:19]=[CH:18][C:17]([C:20]([NH:22][CH2:23][CH2:24][NH:25]C(OC(C)(C)C)=O)=[O:21])=[CH:16][CH:15]=3)=[CH:11][CH:12]=2)[C@H:7]([NH:33][C:34](=[O:39])[O:35][CH:36]([CH3:38])[CH3:37])[CH2:6][C@@H:5]1[CH3:40])(=[O:3])[CH3:2].[ClH:41]>O1CCOCC1>[ClH:41].[C:1]([N:4]1[C:13]2[C:8](=[CH:9][C:10]([C:14]3[CH:15]=[CH:16][C:17]([C:20](=[O:21])[NH:22][CH2:23][CH2:24][NH2:25])=[CH:18][CH:19]=3)=[CH:11][CH:12]=2)[C@H:7]([NH:33][C:34](=[O:39])[O:35][CH:36]([CH3:37])[CH3:38])[CH2:6][C@@H:5]1[CH3:40])(=[O:3])[CH3:2] |f:3.4|. Procedure details: A solution of 1-methylethyl {(2S,4R)-1-acetyl-6-[4-({[2-({[(1,1-dimethylethyl)oxy]carbonyl}amino)ethyl]amino}carbonyl)phenyl]-2-methyl-1,2,3,4-tetrahydro-4-quinolinyl}carbamate (for a preparation see Intermediate 37)(90 mg, 0.163 mmol) in dioxane (2 ml) was treated with hydrogen chloride in 1,4-dioxane (4N, 2 mL, 8.00 mmol) and the resulting mixture stirred at room temperature for 5 h, then concentrated in vacuo. The resulting residue was triturated with Et2O and isolated by filtration to give i... Starting materials: N12C[C@@H](C(CC1)CC2)NC(=O)C=2OC1=C(C2)C=CC=C1C1=C(C=CC=C1)OC (N-[(3R)-1-Azabicyclo[2.2.2]oct-3-yl]-7-[2-(methoxy)phenyl]-1-benzofuran-2-carboxamide), C(C)(=O)O (acetic acid). The solvent is CO (methanol). The product is C(C)(=O)O.N12C[C@@H](C(CC1)CC2)NC(=O)C=2OC1=C(C2)C=CC=C1C1=C(C=CC=C1)OC (N-[(3R)-1-Azabicyclo[2.2.2]oct-3-yl]-7-(2-methoxyphenyl)-1-benzofuran-2-carboxamide acetate). Reaction SMILES: [N:1]12[CH2:8][CH2:7][CH:4]([CH2:5][CH2:6]1)[C@@H:3]([NH:9][C:10]([C:12]1[O:13][C:14]3[C:20]([C:21]4[CH:26]=[CH:25][CH:24]=[CH:23][C:22]=4[O:27][CH3:28])=[CH:19][CH:18]=[CH:17][C:15]=3[CH:16]=1)=[O:11])[CH2:2]2.[C:29]([OH:32])(=[O:31])[CH3:30]>CO>[C:29]([OH:32])(=[O:31])[CH3:30].[N:1]12[CH2:6][CH2:5][CH:4]([CH2:7][CH2:8]1)[C@@H:3]([NH:9][C:10]([C:12]1[O:13][C:14]3[C:20]([C:21]4[CH:26]=[CH:25][CH:24]=[CH:23][C:22]=4[O:27][CH3:28])=[CH:19][CH:18]=[CH:17][C:15]=3[CH:16]=1)=[O:11])[CH2:2]2 |f:3.4|. Reported procedure: 95.9 mg (0.25 mmol) of N-[(3R)-1-azabicyclo[2.2.2]oct-3-yl]-7-(2-methoxyphenyl)-1-benzofuran-2-carboxamide (Example 130) are dissolved in 2 ml of methanol. After addition of 15.3 mg (0.25 mmol) of acetic acid, the mixture is concentrated and the residue is dried under high vacuum. 114.9 mg (99.7% of theory) of the title compound are obtained. Starting materials: C1(=CC=CC=C1)N(C(=O)C=1C=C2C(=NC1)N(C(=N2)CCC2=CC=C(C=C2)C#N)C)CCC(=O)OCC (3-methyl-2-[2-(4-cyanophenyl)ethyl]-imidazo[4,5-b]pyridine-6-carboxylic acid-N-phenyl-N-(2-ethoxycarbonylethyl)-amide), Cl (hydrogen chloride), C([O-])([O-])=O.[NH4+].[NH4+] (ammonium carbonate). Run in C(C)O (ethanol). The product is C1(=CC=CC=C1)N(C(=O)C=1C=C2C(=NC1)N(C(=N2)CCC2=CC=C(C=C2)C(N)=N)C)CCC(=O)OCC (3-Methyl-2-[2-(4-amidinophenyl)ethyl]-imidazo[4,5-b]-pyridine-6-carboxylic acid-N-phenyl-N-(2-ethoxycarbonylethyl)-amide). Reaction SMILES: [C:1]1([N:7]([CH2:30][CH2:31][C:32]([O:34][CH2:35][CH3:36])=[O:33])[C:8]([C:10]2[CH:11]=[C:12]3[N:18]=[C:17]([CH2:19][CH2:20][C:21]4[CH:26]=[CH:25][C:24]([C:27]#[N:28])=[CH:23][CH:22]=4)[N:16]([CH3:29])[C:13]3=[N:14][CH:15]=2)=[O:9])[CH:6]=[CH:5][CH:4]=[CH:3][CH:2]=1.Cl.C(=O)([O-])[O-].[NH4+:42].[NH4+]>C(O)C>[C:1]1([N:7]([CH2:30][CH2:31][C:32]([O:34][CH2:35][CH3:36])=[O:33])[C:8]([C:10]2[CH:11]=[C:12]3[N:18]=[C:17]([CH2:19][CH2:20][C:21]4[CH:22]=[CH:23][C:24]([C:27](=[NH:42])[NH2:28])=[CH:25][CH:26]=4)[N:16]([CH3:29])[C:13]3=[N:14][CH:15]=2)=[O:9])[CH:2]=[CH:3][CH:4]=[CH:5][CH:6]=1 |f:2.3.4|. Procedure details: 1.8 g (3.7 mmol) of 3-methyl-2-[2-(4-cyanophenyl)ethyl]-imidazo[4,5-b]pyridine-6-carboxylic acid-N-phenyl-N-(2-ethoxycarbonylethyl)-amide were stirred into 100 l of ethanol saturated with hydrogen chloride for 16 hours first at 0° C. and then at room temperature until no more starting material could be detected by thin layer chromatography. Then the solvent was distilled off, the oily residue was taken up in 50 ml of absolute ethanol and mixed with 3.6 g (37 mMol) of ammonium carbonate. After 4 ...